Dataset: the Open Reaction Database (ORD), a public repository of structured organic reaction records. Task: describe an organic reaction: reactants, conditions, products, and yield Starting materials: CCN(CC)CCCCOc1ccc2c(ccn2C(=O)OC(C)(C)C)c1, CCO, [Na+], [OH-]. Product: CCN(CC)CCCCOc1ccc2[nH]ccc2c1. As a reaction SMILES: [C:1]([O:2][C:3](=[O:4])[n:8]1[cH:9][cH:10][c:11]2[cH:12][c:13]([O:17][CH2:18][CH2:19][CH2:20][CH2:21][N:22]([CH2:23][CH3:24])[CH2:25][CH3:26])[cH:14][cH:15][c:16]12)([CH3:5])([CH3:6])[CH3:7].[CH3:29][CH2:30][OH:31].[Na+:28].[OH-:27]>>[nH:8]1[cH:9][cH:10][c:11]2[cH:12][c:13]([O:17][CH2:18][CH2:19][CH2:20][CH2:21][N:22]([CH2:23][CH3:24])[CH2:25][CH3:26])[cH:14][cH:15][c:16]12. The reactants are CO, Cc1cc(F)ccc1Nc1ccc(C(=O)c2cc(OCCN3CCOCC3)ccc2C)c([N+](=O)[O-])c1. Product: Cc1cc(F)ccc1Nc1ccc(C(=O)c2cc(OCCN3CCOCC3)ccc2C)c(N)c1. RXN SMILES: [CH3:37][OH:38].[F:1][c:2]1[cH:3][c:4]([CH3:36])[c:5]([NH:8][c:9]2[cH:10][c:11]([N+:33]([O-:34])=[O:35])[c:12]([C:15](=[O:16])[c:17]3[c:18]([CH3:32])[cH:19][cH:20][c:21]([O:23][CH2:24][CH2:25][N:26]4[CH2:27][CH2:28][O:29][CH2:30][CH2:31]4)[cH:22]3)[cH:13][cH:14]2)[cH:6][cH:7]1>>[F:1][c:2]1[cH:3][c:4]([CH3:36])[c:5]([NH:8][c:9]2[cH:10][c:11]([NH2:33])[c:12]([C:15](=[O:16])[c:17]3[c:18]([CH3:32])[cH:19][cH:20][c:21]([O:23][CH2:24][CH2:25][N:26]4[CH2:27][CH2:28][O:29][CH2:30][CH2:31]4)[cH:22]3)[cH:13][cH:14]2)[cH:6][cH:7]1. The reactants are CC(=O)[O-], CC(=O)[O-], OB(O)c1ccc(Cl)nc1, ClCCl, [Cu+2], O=C(c1ccc2[nH]c(C(=O)N3CCC(F)(F)CC3)cc2c1)N1CCC(N2CCOCC2)CC1, c1ccncc1. The product is O=C(c1ccc2c(c1)cc(C(=O)N1CCC(F)(F)CC1)n2-c1ccc(Cl)nc1)N1CCC(N2CCOCC2)CC1. Reaction SMILES: [C:53]([O-:54])(=[O:55])[CH3:56].[C:58]([O-:59])(=[O:60])[CH3:61].[Cl:34][c:35]1[n:36][cH:37][c:38]([B:41]([OH:42])[OH:43])[cH:39][cH:40]1.[Cl:50][CH2:51][Cl:52].[Cu+2:57].[F:1][C:2]1([F:33])[CH2:3][CH2:4][N:5]([C:8](=[O:9])[c:10]2[nH:11][c:12]3[cH:13][cH:14][c:15]([C:19](=[O:20])[N:21]4[CH2:22][CH2:23][CH:24]([N:27]5[CH2:28][CH2:29][O:30][CH2:31][CH2:32]5)[CH2:25][CH2:26]4)[cH:16][c:17]3[cH:18]2)[CH2:6][CH2:7]1.[cH:44]1[cH:45][cH:46][n:47][cH:48][cH:49]1>>[F:1][C:2]1([F:33])[CH2:3][CH2:4][N:5]([C:8](=[O:9])[c:10]2[n:11](-[c:38]3[cH:37][n:36][c:35]([Cl:34])[cH:40][cH:39]3)[c:12]3[cH:13][cH:14][c:15]([C:19](=[O:20])[N:21]4[CH2:22][CH2:23][CH:24]([N:27]5[CH2:28][CH2:29][O:30][CH2:31][CH2:32]5)[CH2:25][CH2:26]4)[cH:16][c:17]3[cH:18]2)[CH2:6][CH2:7]1. Reactants: CN1C(=NC=C1C=O)[N+](=O)[O-] (1-methyl-2-nitro-5-imidazolecarboxaldehyde), [N+](=[N-])=C (diazomethane). The solvent is C(C)OCC (diethyl ether), C(C)OCC (diethyl ether). Reaction conditions: temperature 0 celsius, time 7 day. The product is C(C)(=O)C1=CN=C(N1C)[N+](=O)[O-] (5-acetyl-1-methyl-2-nitroimidazole). RXN SMILES: [CH3:1][N:2]1[C:6]([CH:7]=[O:8])=[CH:5][N:4]=[C:3]1[N+:9]([O-:11])=[O:10].[N+](=[CH2:14])=[N-]>C(OCC)C>[C:7]([C:6]1[N:2]([CH3:1])[C:3]([N+:9]([O-:11])=[O:10])=[N:4][CH:5]=1)(=[O:8])[CH3:14]. Reported procedure: To a solution of 0.70 g. of 1-methyl-2-nitro-5-imidazolecarboxaldehyde in 180 ml. of diethyl ether, a solution of 0.43 g. of diazomethane in 86 ml. of diethyl ether is added under cooling at about 0° C. After standing at room temperature for 7 days, the reaction mixture is filtered and then evaporated to dryness. The residue (0.60 g.), dissolved, in 6 ml. of chloroform, is chromatographed on 6 plates of silica gel, eluting with a 9:1 (v/v) chloroform:methanol mixture, and TLC spots are visualize... Reported procedure: A solution of sodium metaperiodate (0.026 g.) in water (2 ml.) was added to a stirred solution of (1RS, 2RS)-1-(9-n-heptylthiononyl)-2-p-hydroxyphenyl-1,2,3,4-tetrahydronaphth-6-ol (Example 7; 0.052 g.) in methanol (20 ml.) and the mixture was stirred for 16 hours. The methanol was removed by evaporation, the residue was extracted three times with ethyl acetate (10 ml. each time) and the combined extracts were washed with water, dried and evaporated to dryness. The residue was purified by chroma... Product: C(CCCCCC)S(=O)CCCCCCCCCC1C(CCC2=CC(=CC=C12)O)C1=CC=C(C=C1)O ((1RS, 2RS)-1-(9-n-heptylsulphinylnonyl)-2-p-hydroxyphenyl-1,2,3,4- tetrahydronaphth-6-ol). Reaction SMILES: I([O-])(=O)(=O)=[O:2].[Na+].[CH2:7]([S:14][CH2:15][CH2:16][CH2:17][CH2:18][CH2:19][CH2:20][CH2:21][CH2:22][CH2:23][CH:24]1[C:33]2[C:28](=[CH:29][C:30]([OH:34])=[CH:31][CH:32]=2)[CH2:27][CH2:26][CH:25]1[C:35]1[CH:40]=[CH:39][C:38]([OH:41])=[CH:37][CH:36]=1)[CH2:8][CH2:9][CH2:10][CH2:11][CH2:12][CH3:13]>O.CO>[CH2:7]([S:14]([CH2:15][CH2:16][CH2:17][CH2:18][CH2:19][CH2:20][CH2:21][CH2:22][CH2:23][CH:24]1[C:33]2[C:28](=[CH:29][C:30]([OH:34])=[CH:31][CH:32]=2)[CH2:27][CH2:26][CH:25]1[C:35]1[CH:40]=[CH:39][C:38]([OH:41])=[CH:37][CH:36]=1)=[O:2])[CH2:8][CH2:9][CH2:10][CH2:11][CH2:12][CH3:13] |f:0.1|. The solvent is O (water), CO (methanol). Starting materials: I(=O)(=O)(=O)[O-].[Na+] (sodium metaperiodate), C(CCCCCC)SCCCCCCCCCC1C(CCC2=CC(=CC=C12)O)C1=CC=C(C=C1)O ((1RS, 2RS)-1-(9-n-heptylthiononyl)-2-p-hydroxyphenyl-1,2,3,4-tetrahydronaphth-6-ol). Run at time 16 hour. Reactants: [BH4-], COCCCn1ncc2ccc(C(=O)OC)cc21, CO, [Na+]. The product is COCCCn1ncc2ccc(CO)cc21. RXN SMILES: [BH4-:19].[CH3:1][O:2][CH2:3][CH2:4][CH2:5][n:6]1[n:7][cH:8][c:9]2[cH:10][cH:11][c:12]([C:15](=[O:16])[O:17][CH3:18])[cH:13][c:14]12.[CH3:21][OH:22].[Na+:20]>>[CH3:1][O:2][CH2:3][CH2:4][CH2:5][n:6]1[n:7][cH:8][c:9]2[cH:10][cH:11][c:12]([CH2:15][OH:16])[cH:13][c:14]12.